This data is from the Open Reaction Database (ORD), a public repository of structured organic reaction records. The task is: describe an organic reaction: reactants, conditions, products, and yield The reactants are C(C)(=O)OCC (ethyl acetate), CC1=CC=C(C=C1)C=1C=CC(=NC1)C1=CC(OC2=C1C=C(C=C2)C#N)(C)C (4-[5-(4-methylphenyl)-2pyridyl]-2,2-dimethyl-2H-1-benzopyran-6-carbonitrile). Yields the product C(#N)C=1C=CC2=C(C(=CC(O2)(C)C)C2=[N+](C=C(C=C2)C2=CC=C(C=C2)C)[O-])C1 (2-(6-cyano-2,2-dimethyl-2H-1-benzopyran-4-yl)-5-(4-methylphenyl)pyridine N-oxide). Reaction SMILES: [CH3:1][C:2]1[CH:7]=[CH:6][C:5]([C:8]2[CH:9]=[CH:10][C:11]([C:14]3[C:19]4[CH:20]=[C:21]([C:24]#[N:25])[CH:22]=[CH:23][C:18]=4[O:17][C:16]([CH3:27])([CH3:26])[CH:15]=3)=[N:12][CH:13]=2)=[CH:4][CH:3]=1.C(OCC)(=[O:30])C>>[C:24]([C:21]1[CH:22]=[CH:23][C:18]2[O:17][C:16]([CH3:27])([CH3:26])[CH:15]=[C:14]([C:11]3[CH:10]=[CH:9][C:8]([C:5]4[CH:4]=[CH:3][C:2]([CH3:1])=[CH:7][CH:6]=4)=[CH:13][N+:12]=3[O-:30])[C:19]=2[CH:20]=1)#[N:25]. Procedure details: In an analogous manner to that described in the first paragraph of Example 6, from 4-[5-(4-methylphenyl)-2pyridyl]-2,2-dimethyl-2H-1-benzopyran-6-carbonitrile there was obtained 2-(6-cyano-2,2-dimethyl-2H-1-benzopyran-4-yl)-5-(4-methylphenyl)pyridine N-oxide of melting point 173°-175° C. (decomposition) (from ethyl acetate). The reactants are NC1=C(C(=CC=C1)OCC(F)(F)F)S(=O)(=O)N (2-amino-6-(2,2,2-trifluoro-ethoxy)-benzenesulfonamide), C(C1=CC=CC=C1)N(C=1C=C(C=CC1C)NC1=NC=CC(=N1)Cl)C (N3-benzyl-N1-(4-chloro-pyrimidin-2-yl)-N3,4-dimethyl-benzene-1,3-diamine), Cl (HCl). Solvent: CC(C)O (2-propanol). Product: C(C1=CC=CC=C1)N(C=1C=C(C=CC1C)NC1=NC=CC(=N1)NC1=C(C(=CC=C1)OCC(F)(F)F)S(=O)(=O)N)C (2-{2-[3-(benzyl-methyl-amino)-4-methyl-phenylamino]-pyrimidine-4-ylamino}-6-(2,2,2-trifluoro-ethoxy)-benzenesulfonamide). Reaction SMILES: [NH2:1][C:2]1[CH:7]=[CH:6][CH:5]=[C:4]([O:8][CH2:9][C:10]([F:13])([F:12])[F:11])[C:3]=1[S:14]([NH2:17])(=[O:16])=[O:15].[CH2:18]([N:25]([CH3:41])[C:26]1[CH:27]=[C:28]([NH:33][C:34]2[N:39]=[C:38](Cl)[CH:37]=[CH:36][N:35]=2)[CH:29]=[CH:30][C:31]=1[CH3:32])[C:19]1[CH:24]=[CH:23][CH:22]=[CH:21][CH:20]=1.Cl>CC(O)C>[CH2:18]([N:25]([CH3:41])[C:26]1[CH:27]=[C:28]([NH:33][C:34]2[N:35]=[C:36]([NH:1][C:2]3[CH:7]=[CH:6][CH:5]=[C:4]([O:8][CH2:9][C:10]([F:11])([F:13])[F:12])[C:3]=3[S:14]([NH2:17])(=[O:16])=[O:15])[CH:37]=[CH:38][N:39]=2)[CH:29]=[CH:30][C:31]=1[CH3:32])[C:19]1[CH:20]=[CH:21][CH:22]=[CH:23][CH:24]=1. Procedure details: A solution of 2-amino-6-(2,2,2-trifluoro-ethoxy)-benzenesulfonamide (54 mg, 0.2 mmol) and N3-benzyl-N1-(4-chloro-pyrimidin-2-yl)-N3,4-dimethyl-benzene-1,3-diamine (according to step a), 55 mg, 0.163 mmol) in 2-propanol (6 mL) and 1M HCl (0.32 mL) is heated under reflux for 1 h. Solvents are evaporated and the residue is adjusted to pH 8 by the addition of aqueous NH3. Partition between EtOAc and water, washing with 10% brine, drying of the organic phase (Na2SO4), evaporation of solvents, and chr... The product is ClC=1C(=NC(=C(N1)C1=CC=CC=C1)C1=CC=CC=C1)N(C(C)C)CCCCOCC(=O)O (2-{4-[N-(3-chloro-5,6-diphenylpyrazin-2-yl)-N-isopropylamino]butyloxy}acetic acid). Run in O1CCOCC1 (1,4-dioxane). Yield: 61.8%. Reaction conditions: temperature 80 celsius, time 1 hour. Reactants: Cl (hydrochloric acid), C(C)(C)(C)OC(COCCCCN(C(C)C)C1=NC(=C(N=C1Cl)C1=CC=CC=C1)C1=CC=CC=C1)=O (2-{4-[N-(3-chloro-5,6-diphenylpyrazin-2-yl)-N-isopropylamino]butyloxy}acetic acid tert-butyl ester), [OH-].[Na+] (sodium hydroxide). Reaction SMILES: C([O:5][C:6](=[O:36])[CH2:7][O:8][CH2:9][CH2:10][CH2:11][CH2:12][N:13]([C:17]1[C:22]([Cl:23])=[N:21][C:20]([C:24]2[CH:29]=[CH:28][CH:27]=[CH:26][CH:25]=2)=[C:19]([C:30]2[CH:35]=[CH:34][CH:33]=[CH:32][CH:31]=2)[N:18]=1)[CH:14]([CH3:16])[CH3:15])(C)(C)C.Cl.[OH-].[Na+]>O1CCOCC1>[Cl:23][C:22]1[C:17]([N:13]([CH2:12][CH2:11][CH2:10][CH2:9][O:8][CH2:7][C:6]([OH:36])=[O:5])[CH:14]([CH3:16])[CH3:15])=[N:18][C:19]([C:30]2[CH:35]=[CH:34][CH:33]=[CH:32][CH:31]=2)=[C:20]([C:24]2[CH:25]=[CH:26][CH:27]=[CH:28][CH:29]=2)[N:21]=1 |f:2.3|. Procedure: 218 mg of 2-{4-[N-(3-chloro-5,6-diphenylpyrazin-2-yl)-N-isopropylamino]butyloxy}acetic acid tert-butyl ester was dissolved in 2 ml of 1,4-dioxane and 2 ml of 1N hydrochloric acid was added, followed by stirring at 80° C. for one hour. The mixture was further stirred at 110° C. for 4 hours. The reaction solution was neutralized with 1N sodium hydroxide solution and then extracted with ethyl acetate. The extract was dried over anhydrous magnesium sulfate and then the solvent was evaporated under r... The reactants are CC(C)([O-])C.[K+] (Potassium tert-butoxide), OC=1C=C(N)C=CC1 (3-Hydroxyaniline), ClC1=C(C(=NC=C1)N)[N+](=O)[O-] (4-Chloro-3-nitropyridin-2-amine). The solvent is CN(C)C=O (DMF). Conditions: temperature 80 celsius, time 1 hour. Product: NC=1C=C(OC2=C(C(=NC=C2)N)[N+](=O)[O-])C=CC1 (4-(3-aminophenoxy)-3-nitropyridin-2-amine). Yield: 82.2%. Reaction SMILES: [OH:1][C:2]1[CH:3]=[C:4]([CH:6]=[CH:7][CH:8]=1)[NH2:5].CC(C)([O-])C.[K+].Cl[C:16]1[CH:21]=[CH:20][N:19]=[C:18]([NH2:22])[C:17]=1[N+:23]([O-:25])=[O:24]>CN(C=O)C>[NH2:5][C:4]1[CH:3]=[C:2]([CH:8]=[CH:7][CH:6]=1)[O:1][C:16]1[CH:21]=[CH:20][N:19]=[C:18]([NH2:22])[C:17]=1[N+:23]([O-:25])=[O:24] |f:1.2|. Reported procedure: 3-Hydroxyaniline (2.07 g, 19.0 mmol) was dissolved in dry DMF (65 mL) and the solution was degassed by argon bubbling for 10 minutes. Potassium tert-butoxide (2.13 g, 19.0 mmol) was added and the stirring was continued for 1 hour at room temperature. 4-Chloro-3-nitropyridin-2-amine (3.0 g, 17.3 mmol) was added as a solid in one portion and the reaction mixture was subsequently heated at 80° C. for 20 hours. The solvent was evaporated in vacuo and the brown oily residue was taken up in 1M HCl (aq... Starting materials: C1(=CC=CC=C1)P(C1=CC=CC=C1)C1=CC=CC=C1 (Triphenyl phosphine), C(C1=CC=CC=C1)OC1=C(C=C(C=C1)Br)C(C)O (1-(2-Benzyloxy-5-bromophenyl)-ethanol), C(Br)(Br)(Br)Br (carbon tetrabromide). Solvent: ClCCl (dichloromethane). Conditions: temperature 0 celsius. The product is C(C1=CC=CC=C1)OC1=C(C=C(C=C1)Br)C(C)Br (1-(2-benzyloxy-5-bromophenyl)ethyl bromide). Isolated yield 65.2%. As a reaction SMILES: [CH2:1]([O:8][C:9]1[CH:14]=[CH:13][C:12]([Br:15])=[CH:11][C:10]=1[CH:16](O)[CH3:17])[C:2]1[CH:7]=[CH:6][CH:5]=[CH:4][CH:3]=1.C1(P(C2C=CC=CC=2)C2C=CC=CC=2)C=CC=CC=1.C(Br)(Br)(Br)[Br:39]>ClCCl>[CH2:1]([O:8][C:9]1[CH:14]=[CH:13][C:12]([Br:15])=[CH:11][C:10]=1[CH:16]([Br:39])[CH3:17])[C:2]1[CH:7]=[CH:6][CH:5]=[CH:4][CH:3]=1. Procedure details: 1-(2-Benzyloxy-5-bromophenyl)-ethanol (3.69 g) was dissolved in dichloromethane (80 mL) and cooled to 0° C. under argon. Triphenyl phosphine 93.47 g) was added followed by carbon tetrabromide (7.36 g) and stirred for eighteen hours, allowing to warm to ambient temperature. After removal of solvent the residue was purified by MPLC (eluting 50% dichloromethane, 50% hexane, silica) to give 1-(2-benzyloxy-5-bromophenyl)ethyl bromide (2.9 g) which was used immediately without further purification. Reactants: ClC1=CC=C(C(=O)N2C(=C(C3=CC(=CC=C23)OC)CC(=O)NCC(CNC([C@@H](NC(=O)OC(C)(C)C)C)=O)O)C)C=C1 (N-tert.-butoxycarbonyl-L-alanine-3-{2-[1-(4-chlorobenzoyl)-5-methoxy-2-methylindol-3-yl]-acetylamino}-2-hydroxypropylamide), O (water). Run in C(C)(=O)OCC (ethyl acetate), C(C)(=O)OCC (ethyl acetate). Product: Cl (hydrochloric acid), Cl.ClC1=CC=C(C(=O)N2C(=C(C3=CC(=CC=C23)OC)CC(=O)NCC(CNC([C@@H](N)C)=O)O)C)C=C1 (L-alanine-3-{2-[1-(4-chlorobenzoyl)-5-methoxy-2-methylindol-3-yl]-acetylamino}-2-hydroxypropylamide hydrochloride). RXN SMILES: [Cl:1][C:2]1[CH:42]=[CH:41][C:5]([C:6]([N:8]2[C:16]3[C:11](=[CH:12][C:13]([O:17][CH3:18])=[CH:14][CH:15]=3)[C:10]([CH2:19][C:20]([NH:22][CH2:23][CH:24]([OH:39])[CH2:25][NH:26][C:27](=[O:38])[C@H:28]([CH3:37])[NH:29]C(OC(C)(C)C)=O)=[O:21])=[C:9]2[CH3:40])=[O:7])=[CH:4][CH:3]=1.O>C(OCC)(=O)C>[ClH:1].[ClH:1].[Cl:1][C:2]1[CH:3]=[CH:4][C:5]([C:6]([N:8]2[C:16]3[C:11](=[CH:12][C:13]([O:17][CH3:18])=[CH:14][CH:15]=3)[C:10]([CH2:19][C:20]([NH:22][CH2:23][CH:24]([OH:39])[CH2:25][NH:26][C:27](=[O:38])[C@H:28]([CH3:37])[NH2:29])=[O:21])=[C:9]2[CH3:40])=[O:7])=[CH:41][CH:42]=1 |f:4.5|. Reported procedure: In a manner analogous to that described in Stage 25.3, from 1.44 g (2.38 mmol) of N-tert.-butoxycarbonyl-L-alanine-3-{2-[1-(4-chlorobenzoyl)-5-methoxy-2-methylindol-3-yl]-acetylamino}-2-hydroxypropylamide, containing 0.21 mol of water, in 40 ml of ethyl acetate, with 40 ml of approximately 5N hydrochloric acid in ethyl acetate (2.5 hours, 0°), there is obtained L-alanine-3-{2-[1-(4-chlorobenzoyl)-5-methoxy-2-methylindol-3-yl]-acetylamino}-2-hydroxypropylamide hydrochloride in the form of yellowi... The reactants are O=[N+]([O-])c1cnc2ccc(Br)cc2c1Nc1ccc(F)cc1Cl, CN1CCNCC1, CS(C)=O. Product: CN1CCN(c2ccc(Nc3c([N+](=O)[O-])cnc4ccc(Br)cc34)c(Cl)c2)CC1. RXN SMILES: [Br:8][c:9]1[cH:10][c:11]2[c:12]([NH:22][c:23]3[c:24]([Cl:30])[cH:25][c:26]([F:29])[cH:27][cH:28]3)[c:13]([N+:19](=[O:20])[O-:21])[cH:14][n:15][c:16]2[cH:17][cH:18]1.[CH3:1][N:2]1[CH2:3][CH2:4][NH:5][CH2:6][CH2:7]1.[CH3:31][S:32]([CH3:33])=[O:34]>>[CH3:1][N:2]1[CH2:3][CH2:4][N:5]([c:26]2[cH:25][c:24]([Cl:30])[c:23]([NH:22][c:12]3[c:11]4[cH:10][c:9]([Br:8])[cH:18][cH:17][c:16]4[n:15][cH:14][c:13]3[N+:19](=[O:20])[O-:21])[cH:28][cH:27]2)[CH2:6][CH2:7]1. Reactants: C(CCC(=O)O)(=O)O (succinic acid), C(C)O (ethanol). Solvent: OCC(O)CO (glycerol). Reaction conditions: time 90 hour. The product is C(C(O)CC(=O)O)(=O)O (malic acid). Reaction SMILES: [C:1]([OH:8])(=[O:7])[CH2:2][CH2:3][C:4]([OH:6])=[O:5].C([OH:11])C>OCC(CO)O>[C:1]([OH:8])(=[O:7])[CH:2]([CH2:3][C:4]([OH:6])=[O:5])[OH:11]. Reported procedure: During the anaerobic cultivation the pH decreased to 3.25 after 90 hours of cultivation. After this period 19.5 g/l, succinic acid, 25.1 g/l ethanol and minimal levels of glycerol and malic acid were produced (both 0.5 g/L). Product: COC(=O)C1CCN(C(=S)NN=C(C)c2csc(-c3ccc(C)c(C)c3)c2O)CC1. Reactants: CC(=O)c1csc(-c2ccc(C)c(C)c2)c1O, COC(=O)C1CCN(C(=S)NN)CC1. As a reaction SMILES: [CH3:1][c:2]1[cH:3][c:4](-[c:9]2[c:10]([OH:17])[c:11]([C:14]([CH3:15])=[O:16])[cH:12][s:13]2)[cH:5][cH:6][c:7]1[CH3:8].[NH:18]([NH2:19])[C:20](=[S:21])[N:22]1[CH2:23][CH2:24][CH:25]([C:28](=[O:29])[O:30][CH3:31])[CH2:26][CH2:27]1>>[CH3:1][c:2]1[cH:3][c:4](-[c:9]2[c:10]([OH:17])[c:11]([C:14]([CH3:15])=[N:19][NH:18][C:20](=[S:21])[N:22]3[CH2:23][CH2:24][CH:25]([C:28](=[O:29])[O:30][CH3:31])[CH2:26][CH2:27]3)[cH:12][s:13]2)[cH:5][cH:6][c:7]1[CH3:8].